Dataset: the Open Reaction Database (ORD), a public repository of structured organic reaction records. Task: describe an organic reaction: reactants, conditions, products, and yield Starting materials: C(CCC)OCCOC1=CC=C(C=C1)C=1C=CC2=C(C=C(CCN2CC(C)C)C(=O)NC2=CC=C(C=C2)SC(C)C=2N(C=CN2)CCC)C1 (7-[4-(2-butoxyethoxy)phenyl]-1-isobutyl-N-[4-[[1-[1-propylimidazol-2-yl]ethyl]sulfanyl]phenyl]-2,3-dihydro-1-benzazepine-4-carboxamide), solution, ClC1=CC(=CC=C1)C(=O)OO (3-chloroperbenzoic acid). Solvent: ClCCl (dichloromethane), ClCCl (dichloromethane). Product: C(CCC)OCCOC1=CC=C(C=C1)C=1C=CC2=C(C=C(CCN2CC(C)C)C(=O)NC2=CC=C(C=C2)S(=O)C(C)C=2N(C=CN2)CCC)C1 (7-[4-(2-butoxyethoxy)phenyl]-1-isobutyl-N-[4-[[1-[1-propylimidazol-2-yl]ethyl]sulfinyl]phenyl]-2,3-dihydro-1-benzazepine-4-carboxamide). The yield is 81.6%. RXN SMILES: [CH2:1]([O:5][CH2:6][CH2:7][O:8][C:9]1[CH:14]=[CH:13][C:12]([C:15]2[CH:16]=[CH:17][C:18]3[N:24]([CH2:25][CH:26]([CH3:28])[CH3:27])[CH2:23][CH2:22][C:21]([C:29]([NH:31][C:32]4[CH:37]=[CH:36][C:35]([S:38][CH:39]([C:41]5[N:42]([CH2:46][CH2:47][CH3:48])[CH:43]=[CH:44][N:45]=5)[CH3:40])=[CH:34][CH:33]=4)=[O:30])=[CH:20][C:19]=3[CH:49]=2)=[CH:11][CH:10]=1)[CH2:2][CH2:3][CH3:4].ClC1C=CC=C(C(OO)=[O:58])C=1>ClCCl>[CH2:1]([O:5][CH2:6][CH2:7][O:8][C:9]1[CH:10]=[CH:11][C:12]([C:15]2[CH:16]=[CH:17][C:18]3[N:24]([CH2:25][CH:26]([CH3:27])[CH3:28])[CH2:23][CH2:22][C:21]([C:29]([NH:31][C:32]4[CH:33]=[CH:34][C:35]([S:38]([CH:39]([C:41]5[N:42]([CH2:46][CH2:47][CH3:48])[CH:43]=[CH:44][N:45]=5)[CH3:40])=[O:58])=[CH:36][CH:37]=4)=[O:30])=[CH:20][C:19]=3[CH:49]=2)=[CH:13][CH:14]=1)[CH2:2][CH2:3][CH3:4]. Reported procedure: To a solution of 7-[4-(2-butoxyethoxy)phenyl]-1-isobutyl-N-[4-[[1-[1-propylimidazol-2-yl]ethyl]sulfanyl]phenyl]-2,3-dihydro-1-benzazepine-4-carboxamide (170 mg) in dichloromethane (10 ml) was added dropwise 70% solution of 3-chloroperbenzoic acid (92 mg) in dichloromethane (10 ml) at −78° C. The reaction vessel was removed from a dry ice-acetone bath, and an aqueous solution of sodium thiosulfate was added to the reaction vessel with strongly stirring. The mixture was allowed to be at room tempe... Starting materials: Cl35, O=C1N2N(C([C@H](CC1)NS(=O)(=O)C)=O)[C@@H](CCC2)C(=O)O ((1S,9S) 6,10-Dioxo-9-methysulphonylamino-1,2,3,4,7,8,9,10-octahydro-6H-pyridazino-[1,2-a][1,2]diazepine-1-carboxylic acid), C(C=C)OC(=O)N[C@@H](CC(=O)OC(C)(C)C)C(C=1OC2=C(N1)C=C(C=C2Cl)Cl)O ((3S, 4RS) t-Butyl N-(allyloxycarbonyl)-3-amino-4-hydroxy-4-(5,7-dichlorobenzoxazol-2-yl)butanoate), Cl37, C(C1=CC=CC=C1)(=O)NC1CCC(N2N(C1=O)C(CCC2)C(=O)NC(CC(=O)OC(C)(C)C)C(COCC2=C(C=CC=C2Cl)Cl)O)=O (t-Butyl 3-(9-benzoylamino-6,10-dioxo-1,2,3,4,7,8,9,10-octahydro-6H-pyridazino-[1,2-a][1,2]diazepine-1-carboxamido)-5-(2,6-dichlorobenzyloxy)-4-hydroxypentanoate). Yields the product ClC=1C=C(C2=C(N=C(O2)C(C(CC(=O)OC(C)(C)C)NC(=O)C2CCCN3N2C(C(CCC3=O)NS(=O)(=O)C)=O)O)C1)Cl (t-Butyl 4-(5,7-dichlorobenzoxazol-2-yl)-3-(6,10-dioxo-9-methylsulphonylamino-1,2,3,4,7,8,9,10-octahydro-6H-pyridazino[1,2-a][1,2]diazepine-1-carboxamido)-4-hydroxybutanoate). As a reaction SMILES: [O:1]=[C:2]1[CH2:8][CH2:7][C@H:6]([NH:9][S:10]([CH3:13])(=[O:12])=[O:11])[C:5](=[O:14])[N:4]2[C@H:15]([C:19]([OH:21])=O)[CH2:16][CH2:17][CH2:18][N:3]12.C(OC([NH:28][C@H:29]([CH:38]([OH:50])[C:39]1[O:40][C:41]2[C:47]([Cl:48])=[CH:46][C:45]([Cl:49])=[CH:44][C:42]=2[N:43]=1)[CH2:30][C:31]([O:33][C:34]([CH3:37])([CH3:36])[CH3:35])=[O:32])=O)C=C.C(NC1C(=O)N2C(C(NC(C(O)COCC3C(Cl)=CC=CC=3Cl)CC(OC(C)(C)C)=O)=O)CCCN2C(=O)CC1)(=O)C1C=CC=CC=1>>[Cl:49][C:45]1[CH:46]=[C:47]([Cl:48])[C:41]2[O:40][C:39]([CH:38]([OH:50])[CH:29]([NH:28][C:19]([CH:15]3[N:4]4[C:5](=[O:14])[CH:6]([NH:9][S:10]([CH3:13])(=[O:11])=[O:12])[CH2:7][CH2:8][C:2](=[O:1])[N:3]4[CH2:18][CH2:17][CH2:16]3)=[O:21])[CH2:30][C:31]([O:33][C:34]([CH3:35])([CH3:37])[CH3:36])=[O:32])=[N:43][C:42]=2[CH:44]=1. Procedure: was prepared from the acid 212b and (3S,4RS) t-butyl N-(allyloxycarbonyl)-3-amino-4-hydroxy-4-(5,7-dichlorobenzoxazol-2-yl)butanoate (204) by an analogous method as that used for compound 215e to afford a mixture of diastereomers (460 mg, 70%) as a glass: IR (film) 3325, 1725, 1664, 1453, 1399, 1373, 1327, 1274, 1256, 1155; 1H NMR (CDCl3) δ7.57 (1H, m), 7.36 (2H, m), 6.06 (1H, t), 5.29 (2H, m), 4.79 (1H, m), 4.47 (1H, m), 3.23 (1H, m), 2.97 and 2.94(3H combined, 2×s), 2.9-2.4 (4H, m), 2.30 (1H, ... Product: ClC1=C(C=CC=C1)N1N=C(CC1C1=CC=C(C=C1)C=1C=NC(=CC1)SC)C(O)(C(F)(F)F)C(F)(F)F (1-(2-chloro-phenyl)-5-[4-(6-methylsulfanyl-pyridin-3-yl)-phenyl]-3-[di-(trifluoromethyl)-hydroxy-methyl]-4,5-dihydro-1H-pyrazole). Reagents/catalysts: C=1C=CC(=CC1)[P](C=2C=CC=CC2)(C=3C=CC=CC3)[Pd]([P](C=4C=CC=CC4)(C=5C=CC=CC5)C=6C=CC=CC6)([P](C=7C=CC=CC7)(C=8C=CC=CC8)C=9C=CC=CC9)[P](C=1C=CC=CC1)(C=1C=CC=CC1)C=1C=CC=CC1 (Pd(PPh3)4). The yield is 29.3%. Solvent: C(C)O (ethanol), O (water). The reactants are ClC1=C(C=CC=C1)N1N=C(CC1C1=CC=C(C=C1)B1OC(C(O1)(C)C)(C)C)C(O)(C(F)(F)F)C(F)(F)F (1-(2-chloro-phenyl)-5-[4-(4,4,5,5-tetramethyl-1,3,2-dioxaborolan-2-yl)-phenyl]-3-[di-(trifluoromethyl)-hydroxy-methyl]-4,5-dihydro-1H-pyrazole), C([O-])([O-])=O.[Na+].[Na+] (sodium carbonate), BrC=1C=CC(=NC1)SC (5-bromo-2-(methylthio)pyridine), COCCOC (1,2-dimethoxyethane). Reaction conditions: temperature 88 celsius, time 2 hour. As a reaction SMILES: Br[C:2]1[CH:3]=[CH:4][C:5]([S:8][CH3:9])=[N:6][CH:7]=1.COCCOC.[Cl:16][C:17]1[CH:22]=[CH:21][CH:20]=[CH:19][C:18]=1[N:23]1[CH:27]([C:28]2[CH:33]=[CH:32][C:31](B3OC(C)(C)C(C)(C)O3)=[CH:30][CH:29]=2)[CH2:26][C:25]([C:43]([C:49]([F:52])([F:51])[F:50])([C:45]([F:48])([F:47])[F:46])[OH:44])=[N:24]1.C(=O)([O-])[O-].[Na+].[Na+]>C1C=CC([P]([Pd]([P](C2C=CC=CC=2)(C2C=CC=CC=2)C2C=CC=CC=2)([P](C2C=CC=CC=2)(C2C=CC=CC=2)C2C=CC=CC=2)[P](C2C=CC=CC=2)(C2C=CC=CC=2)C2C=CC=CC=2)(C2C=CC=CC=2)C2C=CC=CC=2)=CC=1.O.C(O)C>[Cl:16][C:17]1[CH:22]=[CH:21][CH:20]=[CH:19][C:18]=1[N:23]1[CH:27]([C:28]2[CH:33]=[CH:32][C:31]([C:2]3[CH:7]=[N:6][C:5]([S:8][CH3:9])=[CH:4][CH:3]=3)=[CH:30][CH:29]=2)[CH2:26][C:25]([C:43]([C:49]([F:52])([F:50])[F:51])([C:45]([F:46])([F:47])[F:48])[OH:44])=[N:24]1 |f:3.4.5,^1:62,64,83,102|. Procedure details: To 5-bromo-2-(methylthio)pyridine (14.0 mg, 0.07 mmol), were added 1,2-dimethoxyethane (1.5 mL) and Pd(PPh3)4 (8.4 mg, cat.). To the reaction mixture, were added 1-(2-chloro-phenyl)-5-[4-(4,4,5,5-tetramethyl-1,3,2-dioxaborolan-2-yl)-phenyl]-3-[di-(trifluoromethyl)-hydroxy-methyl]-4,5-dihydro-1H-pyrazole (25.0 mg, 0.05 mmol) prepared in Step 1, ethanol 183.0 uL, and a 2N sodium carbonate solution (183.0 uL). The reaction mixture was stirred at 88° C. for 2 hours and then distilled water was added... Reactants: NCCC=1N=CN(C1)CCCNC(COC1=CC=CC=C1)(C)C (3-[4-(2-Aminoethyl)imidazol-1-yl]-N-(1,1-dimethyl-2-phenoxyethyl)propylamine), C1(=CC=CC=C1)S(=O)(=O)Cl (benzenesulphonyl chloride). The product is CC(COC1=CC=CC=C1)(C)NCCCN1C=NC(=C1)CCNS(=O)(=O)C1=CC=CC=C1 (N-(2-{1-[3-(1,1-dimethyl-2-phenoxyethylamino)propyl]imidazol-4-yl}ethyl]benzenesulphonamide). Reaction SMILES: [NH2:1][CH2:2][CH2:3][C:4]1[N:5]=[CH:6][N:7]([CH2:9][CH2:10][CH2:11][NH:12][C:13]([CH3:23])([CH3:22])[CH2:14][O:15][C:16]2[CH:21]=[CH:20][CH:19]=[CH:18][CH:17]=2)[CH:8]=1.[C:24]1([S:30](Cl)(=[O:32])=[O:31])[CH:29]=[CH:28][CH:27]=[CH:26][CH:25]=1>>[CH3:22][C:13]([NH:12][CH2:11][CH2:10][CH2:9][N:7]1[CH:8]=[C:4]([CH2:3][CH2:2][NH:1][S:30]([C:24]2[CH:29]=[CH:28][CH:27]=[CH:26][CH:25]=2)(=[O:32])=[O:31])[N:5]=[CH:6]1)([CH3:23])[CH2:14][O:15][C:16]1[CH:21]=[CH:20][CH:19]=[CH:18][CH:17]=1. Procedure: 3-[4-(2-Aminoethyl)imidazol-1-yl]-N-(1,1-dimethyl-2-phenoxyethyl)propylamine (2.05 g) was reacted with benzenesulphonyl chloride (1.15 g) in a similar manner to Example 55 to give N-(2-{1-[3-(1,1-dimethyl-2-phenoxyethylamino)propyl]imidazol-4-yl}ethyl]benzenesulphonamide, as an oil. The compound contained 7% of N-(2-{1-[3-(1,1-dimethyl-2-phenoxyethylamino)propyl]imidazol-5-yl}ethyl]benzenesulphonamide, by 1H nmr and 13C nmr. These compounds may be separated by HPLC. The reactants are CSCCC(NC(=O)OC(C)(C)C)C(=O)OC1CCN(C)CC1, ClCCl, O=C(O)C(F)(F)F. Yields the product CSCCC(N)C(=O)OC1CCN(C)CC1. As a reaction SMILES: [C:1]([O:2][C:3](=[O:4])[NH:8][CH:9]([C:10](=[O:11])[O:12][CH:13]1[CH2:14][CH2:15][N:16]([CH3:19])[CH2:17][CH2:18]1)[CH2:20][CH2:21][S:22][CH3:23])([CH3:5])([CH3:6])[CH3:7].[Cl:24][CH2:25][Cl:26].[F:27][C:28]([F:29])([F:30])[C:31]([OH:32])=[O:33]>>[NH2:8][CH:9]([C:10](=[O:11])[O:12][CH:13]1[CH2:14][CH2:15][N:16]([CH3:19])[CH2:17][CH2:18]1)[CH2:20][CH2:21][S:22][CH3:23]. Reactants: C(C)(C)C=1C=NN2C1N=C(N=C2N(C2=CC=CC=C2)C)SC (8-isopropyl-4-(N-methyl-N-phenylamino)-2-(methylsulfanyl)pyrazolo[1,5-a]-1,3,5-triazine), S1C=C(C=C1)C1=CC=C(CN)C=C1 (4-(thiophen-3-yl)benzylamine). The solvent is CCO (EtOH). Product: C(C)(C)C=1C=NN2C1N=C(N=C2NCC2=CC=C(C=C2)C2=CSC=C2)SC (8-isopropyl-2-(methylsulfanyl)-4-[4-(thiophen-3-yl)benzylamino]pyrazolo[1,5-a]-1,3,5-triazine). Isolated yield 74.0%. As a reaction SMILES: [CH:1]([C:4]1[CH:5]=[N:6][N:7]2[C:12]([N:13]([CH3:20])C3C=CC=CC=3)=[N:11][C:10]([S:21][CH3:22])=[N:9][C:8]=12)([CH3:3])[CH3:2].[S:23]1[CH:27]=[CH:26][C:25]([C:28]2[CH:35]=[CH:34][C:31](CN)=[CH:30][CH:29]=2)=[CH:24]1>CCO>[CH:1]([C:4]1[CH:5]=[N:6][N:7]2[C:12]([NH:13][CH2:20][C:31]3[CH:30]=[CH:29][C:28]([C:25]4[CH:26]=[CH:27][S:23][CH:24]=4)=[CH:35][CH:34]=3)=[N:11][C:10]([S:21][CH3:22])=[N:9][C:8]=12)([CH3:2])[CH3:3]. Reported procedure: According to the same conditions resulting in the preparation of the compound IIa.1, the compound IIa.3 is prepared from 8-isopropyl-4-(N-methyl-N-phenylamino)-2-(methylsulfanyl)pyrazolo[1,5-a]-1,3,5-triazine and from 4-(thiophen-3-yl)benzylamine. Yield=74%. Mp=141-143° C. (EtOH). 1H NMR (300 MHz, CDCl3): δ 7.73 (s, 1H, Harom), 7.57 (d, 2H, J=8.3 Hz, Harom), 7.45-7.36 (m, 5H, Harom), 6.78 (bs, 1H, NH), 4.81 (d, 2H, J=6.0 Hz, CH2), 3.16 (hept, 1H, J=7.0 Hz, CH), 2.58 (s, 3H, CH3), 1.33 (d, 6H, J=... The reactants are C[Si](C)(C)C=[N+]=[N-], CO, O=C(O)c1ccc(Cl)nc1Cl, c1ccccc1. Product: COC(=O)c1ccc(Cl)nc1Cl. As a reaction SMILES: [CH3:12][Si:13]([CH:14]=[N+:15]=[N-:16])([CH3:17])[CH3:18].[CH3:25][OH:26].[Cl:1][c:2]1[c:3]([C:4](=[O:5])[OH:6])[cH:7][cH:8][c:9]([Cl:11])[n:10]1.[cH:19]1[cH:20][cH:21][cH:22][cH:23][cH:24]1>>[Cl:1][c:2]1[c:3]([C:4](=[O:5])[O:6][CH3:12])[cH:7][cH:8][c:9]([Cl:11])[n:10]1.